This data is from the Open Reaction Database (ORD), a public repository of structured organic reaction records. The task is: describe an organic reaction: reactants, conditions, products, and yield Reactants: FC(CC1CCC=2NC(=CC21)C(=O)OC)(F)F (methyl 4-(2,2,2-trifluoroethyl)-1,4,5,6-tetrahydrocyclopenta[b]pyrrole-2-carboxylate), [OH-].[Li+] (lithium hydroxide). Yields the product FC(CC1CCC=2NC(=CC21)C(=O)O)(F)F (4-(2,2,2-trifluoroethyl)-1,4,5,6-tetrahydrocyclopenta[b]pyrrole-2-carboxylic acid). As a reaction SMILES: [F:1][C:2]([F:17])([F:16])[CH2:3][CH:4]1[C:11]2[CH:10]=[C:9]([C:12]([O:14]C)=[O:13])[NH:8][C:7]=2[CH2:6][CH2:5]1.[OH-].[Li+]>>[F:17][C:2]([F:1])([F:16])[CH2:3][CH:4]1[C:11]2[CH:10]=[C:9]([C:12]([OH:14])=[O:13])[NH:8][C:7]=2[CH2:6][CH2:5]1 |f:1.2|. Procedure: The title compound was synthesized from methyl 4-(2,2,2-trifluoroethyl)-1,4,5,6-tetrahydrocyclopenta[b]pyrrole-2-carboxylate (0.2888 g, 1.2 mmol, 1 equiv) and lithium hydroxide (1.1 mL, 2 M aqueous, 5.3 equiv) according to General Procedure 7. The resulting product was purified by preparative HPLC (using the Chromeleon purification system (0.1% formic acid/1% acetonitrile mixture in water (aqueous phase) and methanol (no modifier added—organic phase) using a 50 mm Dynamax HPLC C-18 column at 28 ... Conditions: time 20 hour. The reactants are NC1=CC=C(C=C1)C1=NNC(CC2=C1C=C1C(=C2)OCO1)=O (1-(4-aminophenyl)-7,8-methylenedioxy-3,5-dihydro-2,3-benzodiazepin-4(4H)-one), C1CC(=O)N(C1=O)Cl (NCS). RXN SMILES: [NH2:1][C:2]1[CH:7]=[CH:6][C:5]([C:8]2[C:14]3[CH:15]=[C:16]4[O:21][CH2:20][O:19][C:17]4=[CH:18][C:13]=3[CH2:12][C:11](=[O:22])[NH:10][N:9]=2)=[CH:4][CH:3]=1.C1C(=O)N([Cl:30])C(=O)C1>CN(C=O)C.CCOC(C)=O>[NH2:1][C:2]1[CH:7]=[CH:6][C:5]([C:8]2[C:14]3[CH:15]=[C:16]4[O:21][CH2:20][O:19][C:17]4=[CH:18][C:13]=3[CH2:12][C:11](=[O:22])[NH:10][N:9]=2)=[CH:4][C:3]=1[Cl:30]. The yield is 47.4%. Procedure: To a solution of 1-(4-aminophenyl)-7,8-methylenedioxy-3,5-dihydro-2,3-benzodiazepin-4(4H)-one (118 mg, 0.400 mmol) in DMF (3 mL) was added NCS (51 mg, 0.38 mmol). The mixture was stirred at room temperature for 20 h, diluted with EtOAc (50 mL), washed with water and brine, dried over Na2SO4 and concentrated in vacuo. The residue was purified by chromatography (1:1 hexane/EtOAc) to afford the title compound as a tan solid (60 mg, 0.18 mmol, 45%), mp: 256°-258° C. 1H NMR (CDCl3) 8.50 (s, 1H), 7.54... Product: NC1=C(C=C(C=C1)C1=NNC(CC2=C1C=C1C(=C2)OCO1)=O)Cl (1-(4-Amino-3-chlorophenyl)-7,8-methylendioxy-3,5-dihydro-2,3-benzodiazepin-4(4H)-one). The solvent is CCOC(=O)C (EtOAc), CN(C)C=O (DMF). Reactants: CC(=O)O[BH-](OC(C)=O)OC(C)=O, O=C([O-])O, COc1cnc2ccc(=O)n(CC=O)c2c1, CC(=O)O, ClC(Cl)Cl, ClCCl, [Na+], [Na+], CC(C)(C)OC(=O)N(Cc1cc2c(cn1)OCCO2)C1CCNCC1. Yields the product COc1cnc2ccc(=O)n(CCN3CCC(N(Cc4cc5c(cn4)OCCO5)C(=O)OC(C)(C)C)CC3)c2c1. RXN SMILES: [C:42]([O:43][BH-:44]([O:45][C:46](=[O:47])[CH3:48])[O:49][C:50](=[O:51])[CH3:52])(=[O:53])[CH3:54].[C:56](=[O:57])([O-:58])[OH:59].[CH3:1][O:2][c:3]1[cH:4][n:5][c:6]2[cH:7][cH:8][c:9](=[O:16])[n:10]([CH2:13][CH:14]=[O:15])[c:11]2[cH:12]1.[CH3:64][C:65](=[O:66])[OH:67].[CH:68]([Cl:69])([Cl:70])[Cl:71].[Cl:61][CH2:62][Cl:63].[Na+:55].[Na+:60].[O:17]1[CH2:18][CH2:19][O:20][c:21]2[cH:22][n:23][c:24]([CH2:27][N:28]([C:29]([O:30][C:31]([CH3:32])([CH3:33])[CH3:34])=[O:35])[CH:36]3[CH2:37][CH2:38][NH:39][CH2:40][CH2:41]3)[cH:25][c:26]21>>[CH3:1][O:2][c:3]1[cH:4][n:5][c:6]2[cH:7][cH:8][c:9](=[O:16])[n:10]([CH2:13][CH2:14][N:39]3[CH2:38][CH2:37][CH:36]([N:28]([CH2:27][c:24]4[n:23][cH:22][c:21]5[c:26]([cH:25]4)[O:17][CH2:18][CH2:19][O:20]5)[C:29]([O:30][C:31]([CH3:32])([CH3:33])[CH3:34])=[O:35])[CH2:41][CH2:40]3)[c:11]2[cH:12]1. Reactants: CCOC(=O)CBr, O=C([O-])[O-], CS(C)=O, [H-], [H][H], [K+], [K+], [Na+], OC(c1ccccc1)c1ccc2nnn(O)c2c1. Product: OC(c1ccccc1)c1ccc2[nH]nnc2c1. RXN SMILES: [Br:23][CH2:24][C:25]([O:26][CH2:27][CH3:28])=[O:29].[C:30](=[O:31])([O-:32])[O-:33].[CH3:36][S:37](=[O:38])[CH3:39].[H-:19].[H:21][H:22].[K+:34].[K+:35].[Na+:20].[OH:1][n:2]1[n:3][n:4][c:5]2[c:6]1[cH:7][c:8]([CH:11]([OH:12])[c:13]1[cH:14][cH:15][cH:16][cH:17][cH:18]1)[cH:9][cH:10]2>>[n:2]1[n:3][nH:4][c:5]2[c:6]1[cH:7][c:8]([CH:11]([OH:12])[c:13]1[cH:14][cH:15][cH:16][cH:17][cH:18]1)[cH:9][cH:10]2.